Dataset: the Open Reaction Database (ORD), a public repository of structured organic reaction records. Task: describe an organic reaction: reactants, conditions, products, and yield The reactants are CCOCC (ether), C1=CC=CC=2C(C3=C(CCC21)C=CC=C3)C=3C=NC=CC3 (3-(10,11-dihydro-5H-dibenzo[a,d]cyclohepten-5-yl)pyridine), C(C)(=O)O (acetic acid), [H][H] (hydrogen). Reagents/catalysts: [Pt]=O (platinum oxide). Yields the product C1=CC=CC=2C(C3=C(CCC21)C=CC=C3)C3CN(CCC3)CC(=O)O (3-(10,11-dihydro-5H-dibenzo[a,d]cyclohepten-5-yl)piperidine acetic acid). Yield: 100.0%. RXN SMILES: [CH:1]1[C:11]2[CH2:10][CH2:9][C:8]3[CH:12]=[CH:13][CH:14]=[CH:15][C:7]=3[CH:6]([C:16]3[CH:17]=[N:18][CH:19]=[CH:20][CH:21]=3)[C:5]=2[CH:4]=[CH:3][CH:2]=1.[H][H].CCOCC.[C:29]([OH:32])(=[O:31])[CH3:30]>[Pt]=O>[CH:12]1[C:8]2[CH2:9][CH2:10][C:11]3[CH:1]=[CH:2][CH:3]=[CH:4][C:5]=3[CH:6]([CH:16]3[CH2:21][CH2:20][CH2:19][N:18]([CH2:30][C:29]([OH:32])=[O:31])[CH2:17]3)[C:7]=2[CH:15]=[CH:14][CH:13]=1. Procedure details: Dissolved 3-(10,11-dihydro-5H-dibenzo[a,d]cyclohepten-5-yl)pyridine (0.95 g, 3.5 mmol) in 50 mL of glacial acetic acid. Added platinum oxide catalyst (0.2 g), and shook on Paar shaker at 59 psi of hydrogen pressure for 24 hours. Filtered, and evaporated filtrate. Crystallized product from ether to give 1.14 g (100% yield) of 3-(10,11-dihydro-5H-dibenzo[a,d]cyclohepten-5-yl)piperidine acetic acid as a white solid.